Dataset: the Open Reaction Database (ORD), a public repository of structured organic reaction records. Task: describe an organic reaction: reactants, conditions, products, and yield Starting materials: S(=O)(=O)(Cl)Cl (Sulfuryl chloride), C(SCC)(OC(C)OC(CCC(P(=O)(OCC)OCC)P(=O)(OCC)OCC)=O)=O (S-Ethyl O-1-(4,4-bis(diethylphosphono)butanoyloxy)ethyl carbonothioate). The solvent is C(Cl)Cl (CH2Cl2). Reaction conditions: temperature 0 celsius, time 2 hour. Product: C(C)OP(=O)(OCC)C(CCC(=O)OC(C)OC(=O)Cl)P(=O)(OCC)OCC (1-(Carbonochloridoyloxy)ethyl 4,4-bis(diethylphosphono)butanoate). As a reaction SMILES: S(Cl)([Cl:4])(=O)=O.[C:6](=[O:35])([O:10][CH:11]([O:13][C:14](=[O:34])[CH2:15][CH2:16][CH:17]([P:26]([O:31][CH2:32][CH3:33])([O:28][CH2:29][CH3:30])=[O:27])[P:18]([O:23][CH2:24][CH3:25])([O:20][CH2:21][CH3:22])=[O:19])[CH3:12])SCC>C(Cl)Cl>[CH2:21]([O:20][P:18]([CH:17]([P:26]([O:31][CH2:32][CH3:33])([O:28][CH2:29][CH3:30])=[O:27])[CH2:16][CH2:15][C:14]([O:13][CH:11]([O:10][C:6]([Cl:4])=[O:35])[CH3:12])=[O:34])([O:23][CH2:24][CH3:25])=[O:19])[CH3:22]. Procedure: Sulfuryl chloride (78 μL, 0.96 mmol) was added drop-wise to a solution of 23 (237 mg, 0.48 mmol) in 10 mL of CH2Cl2 cooled to 0° C. The solution was stirred for 2 h. The solvent was removed under reduced pressure to afford chloroformate 24 and which was used for the next reaction without further purification. Reactants: N1=CC=CC2=CC=C3C=CC=NC3=C12 (1,10-phenanthroline), OC=1C=C(C=CC1)C(C)=O (1-(3-hydroxyphenyl)ethanone), C([O-])([O-])=O.[Cs+].[Cs+] (cesium carbonate), BrC1=CC2=C(C=N1)N=C(N2CC)C=2C(=NON2)N (4-(6-Bromo-1-ethyl-1H-imidazo[4,5-c]pyridin-2-yl)-furazan-3-amine). The reagents and catalysts are [Cu](I)I (copper iodide). Solvent: C1(=CC=CC=C1)C (toluene), C(C)(=O)OCC (ethyl acetate). Yields the product NC=1C(=NON1)C=1N(C2=C(C=NC(=C2)OC=2C=C(C=CC2)C(C)=O)N1)CC (1-(3-{[2-(4-Amino-furazan-3-yl)-1-ethyl-1H-imidazo[4,5-c]pyridin-6-yl]oxy}phenyl)ethanone). Yield: 55.9%. Reaction SMILES: Br[C:2]1[N:7]=[CH:6][C:5]2[N:8]=[C:9]([C:13]3[C:14]([NH2:18])=[N:15][O:16][N:17]=3)[N:10]([CH2:11][CH3:12])[C:4]=2[CH:3]=1.N1C2C(=CC=C3C=2N=CC=C3)C=CC=1.[OH:33][C:34]1[CH:35]=[C:36]([C:40](=[O:42])[CH3:41])[CH:37]=[CH:38][CH:39]=1.C(=O)([O-])[O-].[Cs+].[Cs+]>C1(C)C=CC=CC=1.C(OCC)(=O)C.[Cu](I)I>[NH2:18][C:14]1[C:13]([C:9]2[N:10]([CH2:11][CH3:12])[C:4]3[CH:3]=[C:2]([O:33][C:34]4[CH:35]=[C:36]([C:40](=[O:42])[CH3:41])[CH:37]=[CH:38][CH:39]=4)[N:7]=[CH:6][C:5]=3[N:8]=2)=[N:17][O:16][N:15]=1 |f:3.4.5|. Procedure: Under nitrogen, a suspension of the product from Example 9, Step 2 (42.7 mg, 138 μmol) in toluene (10 mL) was treated with copper iodide (26.3 mg, 138 μmol), 1,10-phenanthroline (45 mg, 245 μmol), 1-(3-hydroxyphenyl)ethanone (28.2 mg, 207 μmol), and cesium carbonate (90 mg, 276 μmol). This mixture was then heated to reflux for 36 h. After cooling to rt, the reaction mixture was diluted with ethyl acetate (50 ml), filtered through a celite pad and then the filtrate was concentrated in vacuo. The ... Reactants: O=C(n1ccnc1)n1ccnc1, C1CCOC1, O=C(O)Cc1cc(C2OC(COCc3ccccc3)C(OCc3ccccc3)C(OCc3ccccc3)C2OCc2ccccc2)ccc1Cl, [H-], C[N+](=O)[O-], [Na+]. The product is O=C(Cc1cc(C2OC(COCc3ccccc3)C(OCc3ccccc3)C(OCc3ccccc3)C2OCc2ccccc2)ccc1Cl)C[N+](=O)[O-]. RXN SMILES: [C:51]([n:52]1[cH:53][cH:54][n:55][cH:56]1)([n:57]1[cH:58][cH:59][n:60][cH:61]1)=[O:62].[CH2:69]1[O:70][CH2:71][CH2:72][CH2:73]1.[Cl:1][c:2]1[c:3]([CH2:47][C:48](=[O:49])[OH:50])[cH:4][c:5]([CH:8]2[O:9][CH:10]([CH2:38][O:39][CH2:40][c:41]3[cH:42][cH:43][cH:44][cH:45][cH:46]3)[CH:11]([O:30][CH2:31][c:32]3[cH:33][cH:34][cH:35][cH:36][cH:37]3)[CH:12]([O:22][CH2:23][c:24]3[cH:25][cH:26][cH:27][cH:28][cH:29]3)[CH:13]2[O:14][CH2:15][c:16]2[cH:17][cH:18][cH:19][cH:20][cH:21]2)[cH:6][cH:7]1.[H-:68].[N+:63](=[O:64])([O-:65])[CH3:66].[Na+:67]>>[Cl:1][c:2]1[c:3]([CH2:47][C:48](=[O:49])[CH2:66][N+:63](=[O:64])[O-:65])[cH:4][c:5]([CH:8]2[O:9][CH:10]([CH2:38][O:39][CH2:40][c:41]3[cH:42][cH:43][cH:44][cH:45][cH:46]3)[CH:11]([O:30][CH2:31][c:32]3[cH:33][cH:34][cH:35][cH:36][cH:37]3)[CH:12]([O:22][CH2:23][c:24]3[cH:25][cH:26][cH:27][cH:28][cH:29]3)[CH:13]2[O:14][CH2:15][c:16]2[cH:17][cH:18][cH:19][cH:20][cH:21]2)[cH:6][cH:7]1.